From a dataset of the Open Reaction Database (ORD), a public repository of structured organic reaction records. describe an organic reaction: reactants, conditions, products, and yield Yield: 63.9%. Solvent: CN(C=O)C (dimethylformamide), CN(C=O)C (dimethylformamide), CN(C=O)C (dimethylformamide). Procedure: A solution of 1-phenyl-5-amino-1H-tetrazole (10 g.) in dried dimethylformamide (50 ml.) was dropwise added to a suspension of 50% sodium hydride (5.1g.) in dried dimethylformamide (5 ml.) over 15 minutes under ice-cooling, and the mixture was stirred for 30 minutes at ambient temperature. To the resultant mixture was added a solution of bromoacetaldehyde diethyl acetal (13.5 g.) in dried dimethylformamide (15 ml.). The mixture was stirred for 1 hour at ambient temperature and for 2 hours and 20 ... Product: C(C)OC(CNC1=NN=NN1C1=CC=CC=C1)OCC ((1-phenyl-1H-tetrazol-5-yl)aminoacetaldehyde diethyl acetal). Reaction SMILES: [C:1]1([N:7]2[C:11]([NH2:12])=[N:10][N:9]=[N:8]2)[CH:6]=[CH:5][CH:4]=[CH:3][CH:2]=1.[H-].[Na+].[CH2:15]([O:17][CH:18]([O:21][CH2:22][CH3:23])[CH2:19]Br)[CH3:16]>CN(C)C=O>[CH2:15]([O:17][CH:18]([O:21][CH2:22][CH3:23])[CH2:19][NH:12][C:11]1[N:7]([C:1]2[CH:2]=[CH:3][CH:4]=[CH:5][CH:6]=2)[N:8]=[N:9][N:10]=1)[CH3:16] |f:1.2|. Conditions: time 30 minute. The reactants are C1(=CC=CC=C1)N1N=NN=C1N (1-phenyl-5-amino-1H-tetrazole), [H-].[Na+] (sodium hydride), ice water, resultant mixture, C(C)OC(CBr)OCC (bromoacetaldehyde diethyl acetal). Starting materials: ClCCl, CN(CCO)C(=O)C(C)(C)C, CCOC(=O)N=NC(=O)OCC, COc1cc2c(=O)n(COC(=O)C(C)(C)C)cnc2cc1O, c1ccc(P(c2ccccc2)c2ccccc2)cc1. The product is COc1cc2c(=O)n(COC(=O)C(C)(C)C)cnc2cc1OCCN(C)C(=O)C(C)(C)C. Reaction SMILES: [CH2:65]([Cl:66])[Cl:67].[CH3:54][N:55]([C:56](=[O:57])[C:58]([CH3:59])([CH3:60])[CH3:61])[CH2:62][CH2:63][OH:64].[O:1]=[C:2]([O:3][CH2:4][CH3:5])[N:6]=[N:7][C:8]([O:9][CH2:10][CH3:11])=[O:12].[OH:13][c:14]1[c:15]([O:33][CH3:34])[cH:16][c:17]2[c:18](=[O:32])[n:19]([CH2:24][O:25][C:26]([C:27]([CH3:28])([CH3:29])[CH3:30])=[O:31])[cH:20][n:21][c:22]2[cH:23]1.[c:35]1([P:36]([c:37]2[cH:38][cH:39][cH:40][cH:41][cH:42]2)[c:43]2[cH:44][cH:45][cH:46][cH:47][cH:48]2)[cH:49][cH:50][cH:51][cH:52][cH:53]1>>[O:13]([c:14]1[c:15]([O:33][CH3:34])[cH:16][c:17]2[c:18](=[O:32])[n:19]([CH2:24][O:25][C:26]([C:27]([CH3:28])([CH3:29])[CH3:30])=[O:31])[cH:20][n:21][c:22]2[cH:23]1)[CH2:63][CH2:62][N:55]([CH3:54])[C:56](=[O:57])[C:58]([CH3:59])([CH3:60])[CH3:61]. Starting materials: C1CCOC1, [Li]CCCC, CC(C)[Mg+], [Cl-], O=Cc1ccc(F)cc1, COCn1cc(CN(C(=O)OC(C)(C)C)S(=O)(=O)c2ccc(C(F)(F)F)cc2)c(I)n1. Product: COCn1cc(CN(C(=O)OC(C)(C)C)S(=O)(=O)c2ccc(C(F)(F)F)cc2)c(C(O)c2ccc(F)cc2)n1. RXN SMILES: [CH2:51]1[O:52][CH2:53][CH2:54][CH2:55]1.[CH3:6][CH2:7][CH2:8][CH2:9][Li:10].[CH:2]([Mg+:3])([CH3:4])[CH3:5].[Cl-:1].[F:42][c:43]1[cH:44][cH:45][c:46]([CH:47]=[O:48])[cH:49][cH:50]1.[I:11][c:12]1[n:13][n:14]([CH2:39][O:40][CH3:41])[cH:15][c:16]1[CH2:17][N:18]([C:19]([O:20][C:21]([CH3:22])([CH3:23])[CH3:24])=[O:25])[S:26](=[O:27])(=[O:28])[c:29]1[cH:30][cH:31][c:32]([C:35]([F:36])([F:37])[F:38])[cH:33][cH:34]1>>[c:12]1([CH:47]([c:46]2[cH:45][cH:44][c:43]([F:42])[cH:50][cH:49]2)[OH:48])[n:13][n:14]([CH2:39][O:40][CH3:41])[cH:15][c:16]1[CH2:17][N:18]([C:19]([O:20][C:21]([CH3:22])([CH3:23])[CH3:24])=[O:25])[S:26](=[O:27])(=[O:28])[c:29]1[cH:30][cH:31][c:32]([C:35]([F:36])([F:37])[F:38])[cH:33][cH:34]1. Reactants: CO[C@@H]1[C@]2(C)[C@@H](CC1)[C@@H]1CC[C@H]3CC(CC[C@]3(C)[C@H]1CC2)=O (17β-methoxy-5α-androstan-3-one), [Li]C (MeLi), crude product. The solvent is C1CCOC1 (THF), C(Cl)Cl (CH2Cl2). Run at temperature -78 celsius, time 0.5 hour. Product: C[C@@]1(C[C@@H]2CC[C@H]3[C@@H]4CC[C@@H]([C@@]4(C)CC[C@@H]3[C@]2(CC1)C)OC)O (3β-methyl-3α-hydroxy-17β-methoxy-5α-androstane). The yield is 33.1%. Reaction SMILES: [CH3:1][O:2][C@H:3]1[CH2:8][CH2:7][C@H:6]2[C@H:9]3[C@H:19]([CH2:20][CH2:21][C@:4]12[CH3:5])[C@:17]1([CH3:18])[C@H:12]([CH2:13][C:14](=[O:22])[CH2:15][CH2:16]1)[CH2:11][CH2:10]3.[Li][CH3:24]>C1COCC1.C(Cl)Cl>[CH3:24][C@@:14]1([OH:22])[CH2:15][CH2:16][C@@:17]2([CH3:18])[C@@H:12]([CH2:11][CH2:10][C@@H:9]3[C@@H:19]2[CH2:20][CH2:21][C@@:4]2([CH3:5])[C@H:6]3[CH2:7][CH2:8][C@@H:3]2[O:2][CH3:1])[CH2:13]1. Procedure: A solution of 17β-methoxy-5α-androstan-3-one (101 mg, 0.33 mmol) in dry THF (20 mL) was treated with MeLi (1 mL, 1.5M in THF, 1.5 mmol) at -75° C. After stirring the mixture at -78° C. for 0.5 hr, the mixture was quenched with NH4Cl solution (5 mL). The solvents were removed and the residue was extracted with EtOAc. The organic layer was washed with water, and brine. After drying over anhyd. MgSO4 the solution was filtered and evaporated to yield the crude product. This crude product was then di... Reactants: FC(F)(F)c1ccc(-n2nc3cc(Br)ccc3c2Cl)cc1, O=C([O-])[O-], COc1ccccc1B(O)O, [Na+], [Na+], C1COCCO1, Cl[Pd]Cl. Product: COc1ccccc1-c1ccc2c(Cl)n(-c3ccc(C(F)(F)F)cc3)nc2c1. RXN SMILES: [Br:1][c:2]1[cH:3][cH:4][c:5]2[c:6]([Cl:21])[n:7](-[c:11]3[cH:12][cH:13][c:14]([C:17]([F:18])([F:19])[F:20])[cH:15][cH:16]3)[n:8][c:9]2[cH:10]1.[C:33](=[O:34])([O-:35])[O-:36].[CH3:22][O:23][c:24]1[c:25]([B:30]([OH:31])[OH:32])[cH:26][cH:27][cH:28][cH:29]1.[Na+:37].[Na+:38].[O:42]1[CH2:43][CH2:44][O:45][CH2:46][CH2:47]1.[Pd:39]([Cl:40])[Cl:41]>>[c:2]1(-[c:25]2[c:24]([O:23][CH3:22])[cH:29][cH:28][cH:27][cH:26]2)[cH:3][cH:4][c:5]2[c:6]([Cl:21])[n:7](-[c:11]3[cH:12][cH:13][c:14]([C:17]([F:18])([F:19])[F:20])[cH:15][cH:16]3)[n:8][c:9]2[cH:10]1.